Dataset: the Open Reaction Database (ORD), a public repository of structured organic reaction records. Task: describe an organic reaction: reactants, conditions, products, and yield Starting materials: OO, c12c([C@H]([C@H]3N4C[C@@H]([C@H](C3)CC4)CC)O)ccnc1ccc(c2)OC. Reagents/catalysts: c1ccc(cc1)-c2c3ccccc3cc4ccccc24 (9-Phenylanthracene). Solvent: CO (MeOH), C(CCl)Cl (DCE). Reaction conditions: temperature 25 celsius, time 18 hour. Product: CC[C@H]1CN2CC[C@H]1C[C@H]2[C@H](O)c3cc(O)nc4ccc(OC)cc34. Reaction SMILES: [CH3:1][CH2:2][C@@H:3]1[C@H:8]([CH2:9][C@@H:10]([C@@H:11]([c:13]2[c:24]([c:17]3[n:16][cH:15][cH:14]2)[cH:23][c:20]([O:21][CH3:22])[cH:19][cH:18]3)[OH:12])[N:5]4[CH2:4]1)[CH2:7][CH2:6]4.[OH:25]O>>[CH3:1][CH2:2][C@@H:3]1[C@H:8]([CH2:9][C@@H:10]([C@@H:11]([c:13]2[c:24]([c:17]3[n:16][c:15]([OH:25])[cH:14]2)[cH:23][c:20]([O:21][CH3:22])[cH:19][cH:18]3)[OH:12])[N:5]4[CH2:4]1)[CH2:7][CH2:6]4. Starting materials: ClC1=CC=C(C=C1)[C@@]1(N=C(N[C@]1(C)C1=CC=C(C=C1)Cl)C1=C(C=C(C=C1)C(C)(C)O)OCC)C (rac-2-{4-[(4S*,5R*)-4,5-bis-(4-chloro-phenyl)-4,5-dimethyl-4,5-dihydro-1H-imidazol-2-yl]-3-ethoxy-phenyl}-propan-2-ol), C(=O)(Cl)Cl (phosgene). The solvent is C(C)N(CC)CC (triethylamine). Product: ClC1=CC=C(C=C1)C1(N=C(N(C1(C)C1=CC=C(C=C1)Cl)C(=O)Cl)C1=C(C=C(C=C1)C(C)(C)O)OCC)C (rac-(4S*,5R*)-4,5-Bis-(4-chloro-phenyl)-2-[2-ethoxy-4-(1-hydroxy-1-methyl-ethyl)-phenyl]-4,5-dimethyl-4,5-dihydro-imidazole-1-carbonyl chloride). Reaction SMILES: [Cl:1][C:2]1[CH:7]=[CH:6][C:5]([C@@:8]2([CH3:34])[C@:12]([C:14]3[CH:19]=[CH:18][C:17]([Cl:20])=[CH:16][CH:15]=3)([CH3:13])[NH:11][C:10]([C:21]3[CH:26]=[CH:25][C:24]([C:27]([OH:30])([CH3:29])[CH3:28])=[CH:23][C:22]=3[O:31][CH2:32][CH3:33])=[N:9]2)=[CH:4][CH:3]=1.[C:35](Cl)([Cl:37])=[O:36]>C(N(CC)CC)C>[Cl:1][C:2]1[CH:7]=[CH:6][C:5]([C:8]2([CH3:34])[C:12]([C:14]3[CH:15]=[CH:16][C:17]([Cl:20])=[CH:18][CH:19]=3)([CH3:13])[N:11]([C:35]([Cl:37])=[O:36])[C:10]([C:21]3[CH:26]=[CH:25][C:24]([C:27]([OH:30])([CH3:28])[CH3:29])=[CH:23][C:22]=3[O:31][CH2:32][CH3:33])=[N:9]2)=[CH:4][CH:3]=1. Procedure details: In a manner analogous to the method described in example 3, rac-2-{4-[(4S*,5R*)-4,5-bis-(4-chloro-phenyl)-4,5-dimethyl-4,5-dihydro-1H-imidazol-2-yl]-3-ethoxy-phenyl}-propan-2-ol was reacted with phosgene in the presence of triethylamine to give the title compound.